From a dataset of the Open Reaction Database (ORD), a public repository of structured organic reaction records. describe an organic reaction: reactants, conditions, products, and yield Reactants: CCO, [Cl-], O=C(Nc1cn2cc(Oc3ccc([N+](=O)[O-])c(Cl)c3)ccc2n1)C1CC1, [Fe], [NH4+], C1CCOC1, O. Product: Nc1ccc(Oc2ccc3nc(NC(=O)C4CC4)cn3c2)cc1Cl. As a reaction SMILES: [CH3:29][CH2:30][OH:31].[Cl-:27].[Cl:1][c:2]1[cH:3][c:4]([O:5][c:6]2[cH:7][cH:8][c:9]3[n:10]([cH:11]2)[cH:12][c:13]([NH:15][C:16](=[O:17])[CH:18]2[CH2:19][CH2:20]2)[n:14]3)[cH:21][cH:22][c:23]1[N+:24]([O-:25])=[O:26].[Fe:37].[NH4+:28].[O:32]1[CH2:33][CH2:34][CH2:35][CH2:36]1.[OH2:38]>>[Cl:1][c:2]1[cH:3][c:4]([O:5][c:6]2[cH:7][cH:8][c:9]3[n:10]([cH:11]2)[cH:12][c:13]([NH:15][C:16](=[O:17])[CH:18]2[CH2:19][CH2:20]2)[n:14]3)[cH:21][cH:22][c:23]1[NH2:24]. The reactants are CC(C(=O)NC1=C(C=C(C=C1)C(F)(F)F)CC(C=1SC=CC1C)NC)(C)C (2,2-dimethyl-N-[2-[2-methylamino-2-(3-methyl-2-thienyl)ethyl]-4-trifluoromethylphenyl]propanamide), Cl (hydrochloric acid). Run at time 1 hour. Product: Cl.Cl.NC1=C(C=C(C=C1)C(F)(F)F)CC(NC)C=1SC=CC1C (2-Amino-N-methyl-α-(3-methyl-2-thienyl)-5-trifluoromethylbenzeneethanamine dihydrochloride). Reaction SMILES: CC(C)(C)C([NH:5][C:6]1[CH:11]=[CH:10][C:9]([C:12]([F:15])([F:14])[F:13])=[CH:8][C:7]=1[CH2:16][CH:17]([NH:24][CH3:25])[C:18]1[S:19][CH:20]=[CH:21][C:22]=1[CH3:23])=O.[ClH:28]>>[ClH:28].[ClH:28].[NH2:5][C:6]1[CH:11]=[CH:10][C:9]([C:12]([F:13])([F:14])[F:15])=[CH:8][C:7]=1[CH2:16][CH:17]([C:18]1[S:19][CH:20]=[CH:21][C:22]=1[CH3:23])[NH:24][CH3:25] |f:2.3.4|. Procedure details: A solution of 8.29 g of 2,2-dimethyl-N-[2-[2-methylamino-2-(3-methyl-2-thienyl)ethyl]-4-trifluoromethylphenyl]propanamide and 250 ml of 6N hydrochloric acid was refluxed for 10 hr, with stirring. The cooled solution was decanted over crushed ice and water, basified with 50% sodium hydroxide solution, and extracted with dichloromethane. The combined organic phase was washed with saturated brine, dried over anhydrous sodium sulfate, filtered, and concentrated. The residue was separated by preparat... Reactants: C(=O)([O-])[O-].[Na+].[Na+] (Na2CO3), ClC(=O)OC (Methyl chloroformate), N[C@@H](CN1CC2CCC(C1)C2N(C(OC(C)(C)C)=O)C)COC2=CC=C(C=C2)C#N (tert-Butyl 3-[(2S)-2-Amino-3-(4-cyanophenoxy)propyl]-3-azabicyclo[3.2.1]oct-8-yl(methyl)carbamate), TEA. Solvent: C(Cl)Cl (DCM). Yields the product C(C)(C)(C)OC(=O)N(C1C2CN(CC1CC2)C[C@@H](COC2=CC=C(C=C2)C#N)NC(OC)=O)C (Methyl (1S)-2-{8-[(tert-butoxycarbonyl)(methyl)amino]-3-azabicyclo[3.2.1]oct-3-yl}-1-[(4-cyanophenoxy)methyl]ethylcarbamate). As a reaction SMILES: Cl[C:2]([O:4][CH3:5])=[O:3].[NH2:6][C@H:7]([CH2:26][O:27][C:28]1[CH:33]=[CH:32][C:31]([C:34]#[N:35])=[CH:30][CH:29]=1)[CH2:8][N:9]1[CH2:15][CH:14]2[CH:16]([N:17]([CH3:25])[C:18](=[O:24])[O:19][C:20]([CH3:23])([CH3:22])[CH3:21])[CH:11]([CH2:12][CH2:13]2)[CH2:10]1.C([O-])([O-])=O.[Na+].[Na+]>C(Cl)Cl>[C:20]([O:19][C:18]([N:17]([CH3:25])[CH:16]1[CH:11]2[CH2:12][CH2:13][CH:14]1[CH2:15][N:9]([CH2:8][C@H:7]([NH:6][C:2](=[O:3])[O:4][CH3:5])[CH2:26][O:27][C:28]1[CH:33]=[CH:32][C:31]([C:34]#[N:35])=[CH:30][CH:29]=1)[CH2:10]2)=[O:24])([CH3:22])([CH3:21])[CH3:23] |f:2.3.4|. Reported procedure: Methyl chloroformate (0.24 mL, 3.2 mmol) was added, at 0° C., to a mixture of tert-butyl 3-[(2S)-2-amino-3-(4-cyanophenoxy)propyl]-3-azabicyclo[3.2.1]oct-8-yl(methyl)carbamate (see step (vii) above; 1.2 g, 2.9 mmol) and TEA (1.2 mL, 9 mmol) in DCM (30 mL). The mixture was allowed to reach rt over the course of 3 h, after which time a saturated solution of Na2CO3 was added. The organic phase was separated, dried and evaporated to give a crude product that was purified by chromatography on silica ...